From a dataset of the Open Reaction Database (ORD), a public repository of structured organic reaction records. describe an organic reaction: reactants, conditions, products, and yield Reactants: C(C)(C)OC(C)C (isopropyl ether). Solvent: CC(=O)C (acetone), CC(=O)C (acetone). Product: CC(=O)C.C(C)(C)OC(C)C (acetone isopropyl ether). RXN SMILES: [CH:1]([O:4][CH:5]([CH3:7])[CH3:6])([CH3:3])[CH3:2]>CC(C)=O>[CH3:2][C:1]([CH3:3])=[O:4].[CH:1]([O:4][CH:5]([CH3:7])[CH3:6])([CH3:3])[CH3:2] |f:2.3|. Procedure details: One of the commercially important ways to manufacture acetone is by the catalytic dehydrogenation of isopropanol. Since the acetone (b.p.=56.15° C.) does not form an azeotrope with isopropanol (b.p.=82.4° C.), the acetone is relatively easy to separate from the unreacted isopropanol by rectification. However a concurrent reaction takes place in which some of the isopropanol dehydrates to form isopropyl ether (b.p.=69° C.). Acetone and isopropyl ether form a minimum azeotrope boiling at 54.2° C. ... Reactants: CCC(=O)C(C)Br, COc1ccc(Br)cc1O, O=C([O-])[O-], [K+], [K+], CN(C)C=O, O. Yields the product CCC(=O)C(C)Oc1cc(Br)ccc1OC. As a reaction SMILES: [Br:11][CH:12]([CH3:13])[C:14]([CH2:15][CH3:16])=[O:17].[Br:1][c:2]1[cH:3][cH:4][c:5]([O:9][CH3:10])[c:6]([OH:8])[cH:7]1.[C:18](=[O:19])([O-:20])[O-:21].[K+:22].[K+:23].[O:24]=[CH:25][N:26]([CH3:27])[CH3:28].[OH2:29]>>[Br:1][c:2]1[cH:3][cH:4][c:5]([O:9][CH3:10])[c:6]([O:8][CH:12]([CH3:13])[C:14]([CH2:15][CH3:16])=[O:17])[cH:7]1. Starting materials: ClCP(O)(=O)O (Chloromethanephosphonic acid), NCCCCN (1,4-diaminobutane). Solvent: O (water). The product is O.NCCCCNCP(O)(=O)O (N-(4-aminobutyl)-aminomethanephosphonic acid monohydrate). As a reaction SMILES: Cl[CH2:2][P:3]([OH:6])(=[O:5])[OH:4].[NH2:7][CH2:8][CH2:9][CH2:10][CH2:11][NH2:12]>O>[OH2:4].[NH2:7][CH2:8][CH2:9][CH2:10][CH2:11][NH:12][CH2:2][P:3]([OH:6])(=[O:5])[OH:4] |f:3.4|. Procedure details: Chloromethanephosphonic acid (7.0 g, 53.6 mmoles) and 1,4-diaminobutane (30.0 g, 340 mmoles) were heated under reflux in water (200 cm3) for 20 hours. The water was then distilled off and acetone (110 cm3) was added. The phosphonic acid was filtered off and dried. The crude yield was 9.8 g (91%). A sample was purified by recrystallization from water/ethanol to give N-(4-aminobutyl)-aminomethanephosphonic acid monohydrate as a fine white crystalline solid having a melting point of 258° C.